Dataset: the Open Reaction Database (ORD), a public repository of structured organic reaction records. Task: describe an organic reaction: reactants, conditions, products, and yield Starting materials: [BH4-].[Na+] (sodium borohydride), BrC1=CSC2=C1N=C(N=C2Cl)Cl (7-Bromo-2,4-dichlorothieno[3,2-d]pyrimidine), O (water). Run in O1C(CCC1)CCO (tetrahydrofuran-ethanol). Yields the product BrC1=CSC2=C1N=C(NC2)Cl (7-bromo-2-chloro-3,4-dihydrothieno[3,2-d]pyrimidine). The yield is 80.9%. Reaction SMILES: [Br:1][C:2]1[C:6]2[N:7]=[C:8]([Cl:12])[N:9]=[C:10](Cl)[C:5]=2[S:4][CH:3]=1.[BH4-].[Na+].O>O1CCCC1CCO>[Br:1][C:2]1[C:6]2[N:7]=[C:8]([Cl:12])[NH:9][CH2:10][C:5]=2[S:4][CH:3]=1 |f:1.2|. Reported procedure: 7-Bromo-2,4-dichlorothieno[3,2-d]pyrimidine (1000 mg, 3.54 mmol) was dissolved in tetrahydrofuran-ethanol (1/1, 30 mL) and sodium borohydride (670 mg, 17.74 mmol) was added in several aliquots. The reaction mixture solution was cooled to room temperature and stirred for an hour. After adding water to terminate the reaction, the mixture solution was extracted with dichloromethane. The organic layer was washed with brine, dried with magnesium sulfate, and then concentrated. The yielded 7-bromo-2-c... Starting materials: C(C)(C)OC(C)C (diisopropyl ether), C([O-])(O)=O.[Na+] (sodium bicarbonate), N[C@@H]1C(NCC(SC1)C=1SC=CC1)=O (6(R)-amino-5-oxo-2-(2-thienyl)perhydro-1,4-thiazepine), C(C)OC(=O)N1C(C=2C(C1=O)=CC=CC2)=O (N-ethoxycarbonylphthalimide). Solvent: C(C)(=O)OCC (ethyl acetate), O (water), CN(C=O)C (dimethylformamide). Run at temperature 60 celsius, time 7 hour. The product is 27.4, O=C1NCC(SC[C@@H]1N1C(C=2C(C1=O)=CC=CC2)=O)C=2SC=CC2 (5-Oxo-6(R)-phthalimido-2-(2-thienyl)perhydro-1,4-thiazepine). Reaction SMILES: [NH2:1][C@H:2]1[CH2:8][S:7][CH:6]([C:9]2[S:10][CH:11]=[CH:12][CH:13]=2)[CH2:5][NH:4][C:3]1=[O:14].C(OC(N1[C:24](=[O:25])[C:23]2=[CH:26][CH:27]=[CH:28][CH:29]=[C:22]2[C:21]1=[O:30])=O)C.C(=O)(O)[O-].[Na+].C(OC(C)C)(C)C>CN(C)C=O.C(OCC)(=O)C.O>[O:14]=[C:3]1[C@@H:2]([N:1]2[C:24](=[O:25])[C:23]3=[CH:26][CH:27]=[CH:28][CH:29]=[C:22]3[C:21]2=[O:30])[CH2:8][S:7][CH:6]([C:9]2[S:10][CH:11]=[CH:12][CH:13]=2)[CH2:5][NH:4]1 |f:2.3|. Procedure: 19.1 g of 6(R)-amino-5-oxo-2-(2-thienyl)perhydro-1,4-thiazepine [prepared as described in step (d) above], 18 g of N-ethoxycarbonylphthalimide and 29 g of sodium bicarbonate were suspended in 150 ml of dimethylformamide. The suspension was stirred for 7 hours at 60° C. and then left standing overnight at room temperature. At the end of this time, 500 ml of water, 100 ml of diisopropyl ether and 20 ml of ethyl acetate were added, and the mixture was stirred to precipitate the title compound. This...